From a dataset of the Open Reaction Database (ORD), a public repository of structured organic reaction records. describe an organic reaction: reactants, conditions, products, and yield The reactants are C(C1=CC=CC=C1)N(O)CC1=CC=CC=C1 (dibenzylhydroxylamine), C=O (formaldehyde), CNCCC1=NC=CC=C1 (2-[2-(N-methylamino)ethyl]pyridine). The product is C(C1=CC=CC=C1)N(OCN(CCC1=NC=CC=C1)C)CC1=CC=CC=C1 ([N,N-Dibenzylaminoxymethyl]-N-methyl-N-2-(pyridin-2-yl)ethylamine). Reported procedure: The procedure of Example I is repeated using 21.33 g of dibenzylhydroxylamine, 9.73 g of aqueous formaldehyde (37%) solution and 13.62 g of 2-[2-(N-methylamino)ethyl]pyridine, to afford the title compound. RXN SMILES: [CH2:1]([N:8]([CH2:10][C:11]1[CH:16]=[CH:15][CH:14]=[CH:13][CH:12]=1)[OH:9])[C:2]1[CH:7]=[CH:6][CH:5]=[CH:4][CH:3]=1.[CH2:17]=O.[CH3:19][NH:20][CH2:21][CH2:22][C:23]1[CH:28]=[CH:27][CH:26]=[CH:25][N:24]=1>>[CH2:10]([N:8]([CH2:1][C:2]1[CH:3]=[CH:4][CH:5]=[CH:6][CH:7]=1)[O:9][CH2:19][N:20]([CH3:17])[CH2:21][CH2:22][C:23]1[CH:28]=[CH:27][CH:26]=[CH:25][N:24]=1)[C:11]1[CH:16]=[CH:15][CH:14]=[CH:13][CH:12]=1.